Dataset: the Open Reaction Database (ORD), a public repository of structured organic reaction records. Task: describe an organic reaction: reactants, conditions, products, and yield Starting materials: O=C([O-])[O-], CI, O=[N+]([O-])c1ccc(NC2CC2)nc1, [K+], [K+], CN(C)C=O. The product is CN(c1ccc([N+](=O)[O-])cn1)C1CC1. RXN SMILES: [C:16](=[O:17])([O-:18])[O-:19].[CH3:14][I:15].[CH:1]1([NH:4][c:5]2[n:6][cH:7][c:8]([N+:11](=[O:12])[O-:13])[cH:9][cH:10]2)[CH2:2][CH2:3]1.[K+:20].[K+:21].[O:22]=[CH:23][N:24]([CH3:25])[CH3:26]>>[CH:1]1([N:4]([c:5]2[n:6][cH:7][c:8]([N+:11](=[O:12])[O-:13])[cH:9][cH:10]2)[CH3:16])[CH2:2][CH2:3]1. RXN SMILES: [Cl:1][c:2]1[c:3]([N:8]2[CH:9]3[CH2:10][N:11]([C:16]([O:17][C:18]([CH3:19])([CH3:20])[CH3:21])=[O:22])[CH2:12][CH:13]2[CH2:14][CH2:15]3)[n:4][cH:5][cH:6][cH:7]1.[Cl:30][CH2:31][Cl:32].[OH:23][C:24]([C:25]([F:26])([F:27])[F:28])=[O:29]>>[Cl:1][c:2]1[c:3]([N:8]2[CH:9]3[CH2:10][NH:11][CH2:12][CH:13]2[CH2:14][CH2:15]3)[n:4][cH:5][cH:6][cH:7]1. The product is Clc1cccnc1N1C2CCC1CNC2. The reactants are CC(C)(C)OC(=O)N1CC2CCC(C1)N2c1ncccc1Cl, ClCCl, O=C(O)C(F)(F)F. The reactants are ClC1=CC=C2C(C(NC2=C1)=O)=O (6-chloroisatin), COC=1C=C(C=CC1)[Mg]Br (3-methoxyphenyl magnesium bromide). Solvent: O1CCCC1 (tetrahydrofuran), O1CCCC1 (tetrahydrofuran). Conditions: temperature -25 celsius, time 2 hour. The product is ClC1=CC=C2C(C(NC2=C1)=O)(C1=CC(=CC=C1)OC)O (rac-6-chloro-3-hydroxy-3-(3-methoxy-phenyl)-1,3-dihydro-indol-2-one). As a reaction SMILES: [CH3:1][O:2][C:3]1[CH:4]=[C:5]([Mg]Br)[CH:6]=[CH:7][CH:8]=1.[Cl:11][C:12]1[CH:20]=[C:19]2[C:15]([C:16](=[O:22])[C:17](=[O:21])[NH:18]2)=[CH:14][CH:13]=1>O1CCCC1>[Cl:11][C:12]1[CH:20]=[C:19]2[C:15]([C:16]([OH:22])([C:5]3[CH:6]=[CH:7][CH:8]=[C:3]([O:2][CH3:1])[CH:4]=3)[C:17](=[O:21])[NH:18]2)=[CH:14][CH:13]=1. Procedure details: A solution of 3-methoxyphenyl magnesium bromide in tetrahydrofuran (1.0 M, 25 mL, 25 mmol) (Aldrich) was added dropwise with magnetic stirring to a suspension of 6-chloroisatin (1.82 g, 10 mmol) in tetrahydrofuran (40 mL) under argon with cooling in a −25° C. bath at such a rate that reaction temperature was kept below −10° C. (approximately 30 minutes). Cooling bath was then removed and mixture allowed to warm to room temperature. After stirring for an additional 2 hour, 15% aqueous ammonium ch... Reactants: ClC1=C(C=CC(=C1)Cl)C#CC(=O)Cl ((2,4-dichlorophenyl)propynoic acid chloride), COC1=C(OCCN(CC)CC)C=CC(=C1)N ([2-(2-methoxy-4-aminophenoxy)ethyl]diethylamine), ClCCl.CO.N (dichloromethane methanol ammonia). Product: Cl.COC=1C=C(C=CC1OCCN(CC)CC)NC(C#CC1=C(C=C(C=C1)Cl)Cl)=O (3-(2,4-dichlorophenyl)propynoic acid-[3-methoxy-4-(2-diethylaminoethoxy)phenyl]amide hydrochloride). As a reaction SMILES: [Cl:1][C:2]1[CH:7]=[C:6]([Cl:8])[CH:5]=[CH:4][C:3]=1[C:9]#[C:10][C:11](Cl)=[O:12].[CH3:14][O:15][C:16]1[CH:29]=[C:28]([NH2:30])[CH:27]=[CH:26][C:17]=1[O:18][CH2:19][CH2:20][N:21]([CH2:24][CH3:25])[CH2:22][CH3:23].ClCCl.CO.N>>[ClH:1].[CH3:14][O:15][C:16]1[CH:29]=[C:28]([NH:30][C:11](=[O:12])[C:10]#[C:9][C:3]2[CH:4]=[CH:5][C:6]([Cl:8])=[CH:7][C:2]=2[Cl:1])[CH:27]=[CH:26][C:17]=1[O:18][CH2:19][CH2:20][N:21]([CH2:24][CH3:25])[CH2:22][CH3:23] |f:2.3.4,5.6|. Procedure: Prepared analogously to Example 2.3.f. from (2,4-dichlorophenyl)propynoic acid chloride and [2-(2-methoxy-4-aminophenoxy)ethyl]diethylamine. Yield: 0.25 g (31.2% of theory); melting point: 205° C.-207° C.; C22H24Cl2N2O3*HCl (M=471.81); calc.: molecular ion peak (M+H)+: 435/437/439; found: molecular ion peak (M+H)+: 435/437/439; Rf value: 0.6 (silica gel, dichloromethane/methanol/ammonia (50:10:0.1)). As a reaction SMILES: O.O.O.C([O-])(=O)C.[Na+].[Na].[C:10]1([S:16]([OH:18])=[O:17])[CH:15]=[CH:14][CH:13]=[CH:12][CH:11]=1.[CH3:19][C:20]1[CH:21]=[C:22]([OH:27])[C:23]([OH:26])=[CH:24][CH:25]=1>O.[C-]#N.[C-]#N.[C-]#N.[C-]#N.[C-]#N.[C-]#N.[K+].[K+].[K+].[Fe+3]>[CH3:19][C:20]1[CH:21]=[C:22]([OH:27])[C:23]([OH:26])=[CH:24][C:25]=1[S:16]([C:10]1[CH:15]=[CH:14][CH:13]=[CH:12][CH:11]=1)(=[O:18])=[O:17] |f:0.1.2.3.4,9.10.11.12.13.14.15.16.17.18,^1:8|. The solvent is O (water), O (water). Procedure details: A solution of 50 g (152 mmol) of potassium hexacyanoferrate (III) and 95 g of sodium acetate trihydrate in 200 ml of water is added dropwise in the course of 30 minutes, at room temperature under nitrogen, to a solution of 16.4 g (100 mmol) of the sodium salt of benzenesulphinic acid and 13.6 g (110 mmol) of 4-methyl-1,2-benzenediol in 150 ml of water. After stirring for 11/2 hours, the reaction mixture is acidified and repeatedly extracted with ethyl acetate. The combined organic phases are was... Starting materials: O.O.O.C(C)(=O)[O-].[Na+] (sodium acetate trihydrate), [Na] (sodium), C1(=CC=CC=C1)S(=O)O (benzenesulphinic acid), CC=1C=C(C(=CC1)O)O (4-methyl-1,2-benzenediol). The reagents and catalysts are [C-]#N.[C-]#N.[C-]#N.[C-]#N.[C-]#N.[C-]#N.[K+].[K+].[K+].[Fe+3] (potassium hexacyanoferrate (III)). Reaction conditions: time 2 hour. Yields the product CC=1C=C(C(=CC1S(=O)(=O)C1=CC=CC=C1)O)O (4-methyl-5-phenylsulphonyl-1,2-benzenediol). Reactants: O=C([O-])[O-], Cc1nc2ccccn2c1S(=O)(=O)c1nc[nH]n1, CN(C)C(=O)Cl, CN(C)C=O, [K+], [K+]. Product: Cc1nc2ccccn2c1S(=O)(=O)c1ncn(C(=O)N(C)C)n1. RXN SMILES: [C:19](=[O:20])([O-:21])[O-:22].[CH3:1][c:2]1[n:3][c:4]2[n:5]([cH:6][cH:7][cH:8][cH:9]2)[c:10]1[S:11](=[O:12])(=[O:13])[c:14]1[n:15][nH:16][cH:17][n:18]1.[CH3:25][N:26]([C:27](=[O:28])[Cl:29])[CH3:30].[CH3:31][N:32]([CH3:33])[CH:34]=[O:35].[K+:23].[K+:24]>>[CH3:1][c:2]1[n:3][c:4]2[n:5]([cH:6][cH:7][cH:8][cH:9]2)[c:10]1[S:11](=[O:12])(=[O:13])[c:14]1[n:15][n:16]([C:27]([N:26]([CH3:25])[CH3:30])=[O:28])[cH:17][n:18]1. Reactants: COC1=CC=C(C=C1)S(=O)(=O)C1C(NC(S1)=O)=O (5-(4-methoxybenzenesulfonyl)thiazolidine-2,4-dione), BrCC1=CC=C(C=C1)C1=C(C=C(C=C1)Cl)Cl (4′-bromomethyl-2,4-dichlorobiphenyl). Run in CN(C=O)C (N,N-dimethylformamide). Yields the product ClC1=C(C2=CC=C(C=C2)CC2(C(NC(S2)=O)=O)S(=O)(=O)C2=CC=C(C=C2)OC)C=CC(=C1)Cl (5-(2′,4′-Dichlorobiphen-4-ylmethyl)-5-(4-methoxybenzenesulfonyl)thiazolidine-2,4-dione). Reaction SMILES: [CH3:1][O:2][C:3]1[CH:8]=[CH:7][C:6]([S:9]([CH:12]2[S:16][C:15](=[O:17])[NH:14][C:13]2=[O:18])(=[O:11])=[O:10])=[CH:5][CH:4]=1.Br[CH2:20][C:21]1[CH:26]=[CH:25][C:24]([C:27]2[CH:32]=[CH:31][C:30]([Cl:33])=[CH:29][C:28]=2[Cl:34])=[CH:23][CH:22]=1>CN(C)C=O>[Cl:34][C:28]1[CH:29]=[C:30]([Cl:33])[CH:31]=[CH:32][C:27]=1[C:24]1[CH:23]=[CH:22][C:21]([CH2:20][C:12]2([S:9]([C:6]3[CH:7]=[CH:8][C:3]([O:2][CH3:1])=[CH:4][CH:5]=3)(=[O:10])=[O:11])[S:16][C:15](=[O:17])[NH:14][C:13]2=[O:18])=[CH:26][CH:25]=1. Reported procedure: Prepared analogously to Example 9 from from 5-(4-methoxybenzenesulfonyl)thiazolidine-2,4-dione and 4′-bromomethyl-2,4-dichlorobiphenyl in N,N-dimethylformamide. Column chromatography provided an off-white solid. 1H NMR: δ 8.01 (v br s, 1H), 7.93 (dm, J=9.0 Hz, 2H), 7.47 (d, J=2.0 Hz, 1H), 7.22-7.35 (m, 6H), 7.07 (dm, J=9.0 Hz, 2H), 3.98 (a of ab, J=13.7 Hz, 1H), 3.93 (s, 3H), 3.40 (b of ab, J=13.7 Hz, 1H). MS (m/e): 519.9 (M−H)−. Anal: Calc for C23H17Cl2NO5S2.0.75 C4H10O: 54.03% C, 4.27% H, 2.42... Starting materials: C=1C=CC(=CC1)C2(C(=O)N=C(N2)O)C=3C=CC=CC3 (Phenytoin), C=O (formaldehyde), C(=O)([O-])[O-].[K+].[K+] (K2CO3). Solvent: O (water). Run at time 24 hour. Yields the product C1(=CC=CC=C1)C1(C(N(C(N1)=O)CO)=O)C1=CC=CC=C1 (5,5-Diphenyl-3-hydroxymethyl-2,4-imidazolidinedione). Isolated yield 91.0%. Reaction SMILES: [CH:1]1[CH:2]=[CH:3][C:4]([C:7]2([C:14]3[CH:15]=[CH:16][CH:17]=[CH:18][CH:19]=3)[NH:12][C:11]([OH:13])=[N:10][C:8]2=[O:9])=[CH:5][CH:6]=1.C=O.[C:22]([O-])([O-])=[O:23].[K+].[K+]>O>[C:14]1([C:7]2([C:4]3[CH:3]=[CH:2][CH:1]=[CH:6][CH:5]=3)[NH:12][C:11](=[O:13])[N:10]([CH2:22][OH:23])[C:8]2=[O:9])[CH:19]=[CH:18][CH:17]=[CH:16][CH:15]=1 |f:2.3.4|. Reported procedure: Phenytoin (5 g, 0.02 mol) was suspended in 180 ml of water; 20 ml of formaldehyde (37% solution) and 0.25 g K2CO3 were added and the mixture was stirred at 25°-30° C. for 24 hours. The white solid which formed was removed by filtration and washed repeatedly with a 3% solution of formaldehyde, then air dried for 3 to 4 hours and over P2O5 in a vacuum dessicator. Yield 91-93%, m.p. 185°-189° C. Anal. calc. for C16H14N2O3 : C, 68.07; H, 5.00; N, 9.93. Found: C, 67.97; H, 5.05; N, 9.93. The product ... The reactants are [Si](C)(C)(C(C)(C)C)OCC1(CC=2N(CCS1)C(=NN2)C2(CC2)C2=CC=C(C=C2)B2OC(C(O2)(C)C)(C)C)C (8-({[Tert-butyl(dimethyl)silyl]oxy}methyl)-8-methyl-3-{1-[4-(4,4,5,5-tetramethyl-1,3,2-dioxaborolan-2-yl)phenyl]cyclopropyl}-5,6,8,9-tetrahydro[1,2,4]triazolo[4,3-d][1,4]thiazepine), BrC1=NC=C(C=C1)Cl (2-bromo-5-chloropyridine), C([O-])([O-])=O.[K+].[K+] (potassium carbonate), C(O)([O-])=O.[Na+] (sodium hydrogencarbonate). The reagents and catalysts are C=1C=CC(=CC1)[P](C=2C=CC=CC2)(C=3C=CC=CC3)[Pd]([P](C=4C=CC=CC4)(C=5C=CC=CC5)C=6C=CC=CC6)([P](C=7C=CC=CC7)(C=8C=CC=CC8)C=9C=CC=CC9)[P](C=1C=CC=CC1)(C=1C=CC=CC1)C=1C=CC=CC1 (tetrakis(triphenylphosphine)palladium(0)). The solvent is C(OC)COC (dimethoxyethane), O (water). Yields the product [Si](C)(C)(C(C)(C)C)OCC1(CC=2N(CCS1)C(=NN2)C2(CC2)C2=CC=C(C=C2)C2=NC=C(C=C2)Cl)C (8-({[Tert-butyl(dimethyl)silyl]oxy}methyl)-3-{1-[4-(5-chloropyridin-2-yl)phenyl]cyclopropyl}-8-methyl-5,6,8,9-tetrahydro[1,2,4]triazolo[4,3-d][1,4]thiazepine). Yield: 67.8%. As a reaction SMILES: [Si:1]([O:8][CH2:9][C:10]1([CH3:38])[S:16][CH2:15][CH2:14][N:13]2[C:17]([C:20]3([C:23]4[CH:28]=[CH:27][C:26](B5OC(C)(C)C(C)(C)O5)=[CH:25][CH:24]=4)[CH2:22][CH2:21]3)=[N:18][N:19]=[C:12]2[CH2:11]1)([C:4]([CH3:7])([CH3:6])[CH3:5])([CH3:3])[CH3:2].Br[C:40]1[CH:45]=[CH:44][C:43]([Cl:46])=[CH:42][N:41]=1.C(=O)([O-])[O-].[K+].[K+].C(=O)([O-])O.[Na+]>C(COC)OC.O.C1C=CC([P]([Pd]([P](C2C=CC=CC=2)(C2C=CC=CC=2)C2C=CC=CC=2)([P](C2C=CC=CC=2)(C2C=CC=CC=2)C2C=CC=CC=2)[P](C2C=CC=CC=2)(C2C=CC=CC=2)C2C=CC=CC=2)(C2C=CC=CC=2)C2C=CC=CC=2)=CC=1>[Si:1]([O:8][CH2:9][C:10]1([CH3:38])[S:16][CH2:15][CH2:14][N:13]2[C:17]([C:20]3([C:23]4[CH:24]=[CH:25][C:26]([C:40]5[CH:45]=[CH:44][C:43]([Cl:46])=[CH:42][N:41]=5)=[CH:27][CH:28]=4)[CH2:22][CH2:21]3)=[N:18][N:19]=[C:12]2[CH2:11]1)([C:4]([CH3:6])([CH3:5])[CH3:7])([CH3:3])[CH3:2] |f:2.3.4,5.6,^1:68,70,89,108|. Reported procedure: A solution of the compound (555 mg, 1.0 mmol) obtained in Example 16-5), 2-bromo-5-chloropyridine (289 mg, 1.5 mmol), tetrakis(triphenylphosphine)palladium(0) (231 mg, 0.2 mmol), and potassium carbonate (276 mg, 2 mmol) in dimethoxyethane (4 mL) and water (1 mL) was stirred at 130° C. for 1.5 h under microwave irradiation. The reaction mixture was cooled to room temperature, saturated aqueous sodium hydrogencarbonate was added to the reaction mixture, the mixture was extracted with dichlorometha... Reactants: O=P12OP3(=O)OP(=O)(O1)OP(=O)(O2)O3 (P2O5), N (ammonia), S(O)(O)(=O)=O (sulfuric acid), N (NH3), OS(=O)(=O)O (H2SO4). The solvent is O (water). Product: P(=O)([O-])([O-])O.[NH4+].[NH4+] (diammonium phosphate), O=P12OP3(=O)OP(=O)(O1)OP(=O)(O2)O3 (P2O5). The yield is 46.4%. As a reaction SMILES: [NH3:1].S(=O)(=O)(O)O.[O:7]=[P:8]12[O:19][P:17]3([O:20][P:10]([O:12][P:13]([O:16]3)([O:15]1)=[O:14])(=[O:11])[O:9]2)=[O:18]>O>[P:8]([OH:19])([O-:15])([O-:9])=[O:7].[NH4+:1].[NH4+:1].[O:11]=[P:10]12[O:9][P:8]3([O:15][P:13]([O:16][P:17]([O:19]3)([O:20]1)=[O:18])(=[O:14])[O:12]2)=[O:7] |f:4.5.6|. Reported procedure: Anhydrous ammonia and sulfuric acid were also added. The ratios of P2O5, NH3 and H2SO4 were about 100:11.26:3.84. Reaction of the materials yielded a diammonium phosphate product with an analysis of 18.1% nitrogen, 46.4% P2O5, and 1.2% free water after drying. This analysis meets requirements for both U.S. and foreign sale as fertilizer grade diammonium phosphate.